This data is from the Open Reaction Database (ORD), a public repository of structured organic reaction records. The task is: describe an organic reaction: reactants, conditions, products, and yield Starting materials: BrCc1ccccc1, FC(F)(F)c1ccc2nc(N3CCN(c4ncccc4C(F)(F)F)CC3)[nH]c2c1, [H-], [Na+], CN(C)C=O. Yields the product FC(F)(F)c1ccc2c(c1)nc(N1CCN(c3ncccc3C(F)(F)F)CC1)n2Cc1ccccc1. Reaction SMILES: [Br:32][CH2:33][c:34]1[cH:35][cH:36][cH:37][cH:38][cH:39]1.[F:1][C:2]([c:3]1[cH:4][c:5]2[c:6]([n:7][c:8]([N:10]3[CH2:11][CH2:12][N:13]([c:16]4[n:17][cH:18][cH:19][cH:20][c:21]4[C:22]([F:23])([F:24])[F:25])[CH2:14][CH2:15]3)[nH:9]2)[cH:26][cH:27]1)([F:28])[F:29].[H-:30].[Na+:31].[O:40]=[CH:41][N:42]([CH3:43])[CH3:44]>>[F:1][C:2]([c:3]1[cH:4][c:5]2[c:6]([n:7]([CH2:33][c:34]3[cH:35][cH:36][cH:37][cH:38][cH:39]3)[c:8]([N:10]3[CH2:11][CH2:12][N:13]([c:16]4[n:17][cH:18][cH:19][cH:20][c:21]4[C:22]([F:23])([F:24])[F:25])[CH2:14][CH2:15]3)[n:9]2)[cH:26][cH:27]1)([F:28])[F:29]. Reactants: C(CC)(=O)OC1=C(C(=O)O)C=CC=C1 (2-propionyloxybenzoic acid), [Cl-].[Al+3].[Cl-].[Cl-] (aluminum chloride), C(=O)(O)CC(C(=O)C1=CC=CC=C1)O (3-carboxy-2-hydroxypropiophenone), C(C1=CC=CC=C1)(=O)OC(C1=CC=CC=C1)=O (benzoic anhydride), C(C1=CC=CC=C1)(=O)[O-] (benzoate). The product is CC1=C(OC2=C(C=CC=C2C1=O)C(=O)O)C1=CC=CC=C1 (3-methylflavone-8-carboxylic acid). RXN SMILES: [C:1]([O:5][C:6]1[CH:14]=[CH:13][CH:12]=[CH:11][C:7]=1[C:8]([OH:10])=[O:9])(=O)[CH2:2][CH3:3].[Cl-].[Al+3].[Cl-].[Cl-].C(CC(O)C([C:26]1[CH:31]=[CH:30][CH:29]=[CH:28][CH:27]=1)=O)(O)=O.[C:33](OC(=O)C1C=CC=CC=1)(=[O:40])C1C=CC=CC=1.C([O-])(=O)C1C=CC=CC=1>>[CH3:3][C:2]1[C:33](=[O:40])[C:14]2[C:6](=[C:7]([C:8]([OH:10])=[O:9])[CH:11]=[CH:12][CH:13]=2)[O:5][C:1]=1[C:26]1[CH:31]=[CH:30][CH:29]=[CH:28][CH:27]=1 |f:1.2.3.4|. Procedure: Thus, 2-propionyloxybenzoic acid is heated with anhydrous aluminum chloride in a Fries rearrangement and the resulting 3-carboxy-2-hydroxypropiophenone is heated with benzoic anhydride and alkali benzoate at 180° to 190° C. to afford 3-methylflavone-8-carboxylic acid derivatives. The reactants are ClCCCN1C[Si](C2=C(C1=O)C=CC(=C2)F)(C)C (3-(3-chloropropyl)-1,1-dimethyl-7-fluoro-4-oxo-1,2,3,4-tetrahydro-3,1-benzazasiline), ClCCCBr (1-chloro-3-bromopropane), C[Si]1(CNC(C2=C1C=CC=C2F)=O)C (1,1-dimethyl-5-fluoro-4-oxo-1,2,3,4-tetrahydro-3,1-benzazasiline), C(CCC)[Li] (n-butyllithium). Solvent: O1CCCC1 (tetrahydrofuran). Product: ClCCCN1C[Si](C2=C(C1=O)C(=CC=C2)F)(C)C (3-(3-chloropropyl)-1,1-dimethyl-5-fluoro-4-oxo 1,2,3,4-tetrahydro-3,1-benzazasiline). RXN SMILES: [Cl:1][CH2:2][CH2:3][CH2:4][N:5]1[C:10](=[O:11])[C:9]2[CH:12]=[CH:13][C:14](F)=[CH:15][C:8]=2[Si:7]([CH3:18])([CH3:17])[CH2:6]1.C[Si]1(C)C2C=CC=C([F:30])C=2C(=O)NC1.C([Li])CCC.ClCCCBr>O1CCCC1>[Cl:1][CH2:2][CH2:3][CH2:4][N:5]1[C:10](=[O:11])[C:9]2[C:12]([F:30])=[CH:13][CH:14]=[CH:15][C:8]=2[Si:7]([CH3:18])([CH3:17])[CH2:6]1. Reported procedure: 3-(3-Chloropropyl)-1,1-dimethyl-5-fluoro-4-oxo-1,2,3,4-tetrahydro-3,1-benzazasiline is obtained in a manner similar to that described in Example 11 for the preparation of 3-(3-chloropropyl)-1,1-dimethyl-7-fluoro-4-oxo-1,2,3,4-tetrahydro-3,1-benzazasiline, but using 3.15 g of 1,1-dimethyl-5-fluoro-4-oxo-1,2,3,4-tetrahydro-3,1-benzazasiline, 11.3 cm3 of n-butyllithium, 5.7 g of 1-chloro-3-bromopropane and 65 cm3 of tetrahydrofuran. After purification by flash chromatography on a silica column unde... The reactants are C(#N)C=1C=CC(=C(C1)B(O)O)F (5-Cyano-2-fluorophenylboronic acid), [O-]P(=O)([O-])[O-].[K+].[K+].[K+] (K3PO4), PdCl2(dppf)-(CH2Cl2), BrC=1C(=NC=C(C(=O)NC2=CC=C(C=C2)OC(F)(F)Cl)C1)N1C[C@@H](CC1)O ((R)-5-bromo-N-(4-(chlorodifluoromethoxy)phenyl)-6-(3-hydroxypyrrolidin-1-yl)nicotinamide). Run in O1CCOCC1 (dioxane). Run at temperature 130 celsius, time 2.5 hour. Product: ClC(OC1=CC=C(C=C1)NC(C1=CN=C(C(=C1)C1=C(C=CC(=C1)C#N)F)N1C[C@@H](CC1)O)=O)(F)F ((R)—N-(4-(Chlorodifluoromethoxy)phenyl)-5-(5-cyano-2-fluorophenyl)-6-(3-hydroxypyrrolidin-1-yl)nicotinamide). RXN SMILES: [C:1]([C:3]1[CH:4]=[CH:5][C:6]([F:12])=[C:7](B(O)O)[CH:8]=1)#[N:2].[O-]P([O-])([O-])=O.[K+].[K+].[K+].Br[C:22]1[C:23]([N:42]2[CH2:46][CH2:45][C@@H:44]([OH:47])[CH2:43]2)=[N:24][CH:25]=[C:26]([CH:41]=1)[C:27]([NH:29][C:30]1[CH:35]=[CH:34][C:33]([O:36][C:37]([Cl:40])([F:39])[F:38])=[CH:32][CH:31]=1)=[O:28]>O1CCOCC1>[Cl:40][C:37]([F:38])([F:39])[O:36][C:33]1[CH:34]=[CH:35][C:30]([NH:29][C:27](=[O:28])[C:26]2[CH:41]=[C:22]([C:7]3[CH:8]=[C:3]([C:1]#[N:2])[CH:4]=[CH:5][C:6]=3[F:12])[C:23]([N:42]3[CH2:46][CH2:45][C@@H:44]([OH:47])[CH2:43]3)=[N:24][CH:25]=2)=[CH:31][CH:32]=1 |f:1.2.3.4|. Procedure details: 5-Cyano-2-fluorophenylboronic acid (53.5 mg, 0.324 mmol), K3PO4 (138 mg, 0.648 mmol) and PdCl2(dppf)-(CH2Cl2) (17.65 mg, 0.022 mmol) were added to (R)-5-bromo-N-(4-(chlorodifluoromethoxy)phenyl)-6-(3-hydroxypyrrolidin-1-yl)nicotinamide (Stage 171.1,) in dioxane (1.5 mL) in a vial at RT. The vial was evacuated/purged with argon, sealed and stirred at 130° C. for 2.5 h. The RM was diluted with EtOAc (60 mL), washed with an aq. sat. solution of NaHCO3 (20 mL) and brine (2×20 mL). The organic phase ...